Dataset: the Open Reaction Database (ORD), a public repository of structured organic reaction records. Task: describe an organic reaction: reactants, conditions, products, and yield Reactants: C1=C(N=C2N1C1=CC=CC=C1C=C2)C=NO (Imidazo-[1,2-a]-quinoline-2-carboxaldehyde oxime), C([O-])([O-])=O.[Na+].[Na+] (sodium carbonate). Run in C(C)(=O)OC(C)=O (acetic anhydride). Product: C1=C(N=C2N1C1=CC=CC=C1C=C2)C#N (imidazo-[1,2-a]-quinoline-2-carbonitrile). Yield: 71.1%. RXN SMILES: [CH:1]1[N:5]2[C:6]3[C:11]([CH:12]=[CH:13][C:4]2=[N:3][C:2]=1[CH:14]=[N:15]O)=[CH:10][CH:9]=[CH:8][CH:7]=3.C(=O)([O-])[O-].[Na+].[Na+]>C(OC(=O)C)(=O)C>[CH:1]1[N:5]2[C:6]3[C:11]([CH:12]=[CH:13][C:4]2=[N:3][C:2]=1[C:14]#[N:15])=[CH:10][CH:9]=[CH:8][CH:7]=3 |f:1.2.3|. Procedure: A mixture of 2.0 g of the product of Step A in 20 ml of acetic anhydride was stirred at reflux for 3 hours and was cooled to room temperature overnight. The mixture was poured into a saturated sodium carbonate solution and the resulting mixture was extracted with chloroform. The organic phase was washed with sodium carbonate solution and with water, dried over magnesium sulfate and evaporated to dryness under reduced pressure. The residue was triturated with ether and was filtered to obtain 1.3 ... The reactants are ClC1=CC(=C(C=N1)N(C(C1=CC(=CC(=C1)C(F)(F)F)C(F)(F)F)=O)C)C1=C(C=C(C=C1)F)C (N-[6-Chloro-4-(4-fluoro-2-methyl-phenyl)-pyridin-3-yl]-N-methyl-3,5-bis-trifluoromethyl-benzamide), ClC=1C(=CC(=NC1)F)I (5-chloro-2-fluoro-4-iodopyridine). Solvent: CCCCCCC.CCOC(=O)C (n-heptane EtOAc). Product: ClC1=CC(=C(C=N1)N(C(C1=CC(=CC(=C1)C(F)(F)F)C(F)(F)F)=O)C)C1=CC(=NC=C1Cl)F (N-(6,5′-Dichloro-2′-fluoro-[4,4]bipyridinyl-3-yl)-N-methyl-3,5-bis-trifluoromethyl-benzamide). RXN SMILES: [Cl:1][C:2]1[N:7]=[CH:6][C:5]([N:8]([CH3:25])[C:9](=[O:24])[C:10]2[CH:15]=[C:14]([C:16]([F:19])([F:18])[F:17])[CH:13]=[C:12]([C:20]([F:23])([F:22])[F:21])[CH:11]=2)=[C:4](C2C=CC(F)=CC=2C)[CH:3]=1.[Cl:34][C:35]1[C:36](I)=[CH:37][C:38]([F:41])=[N:39][CH:40]=1>CCCCCCC.CCOC(C)=O>[Cl:1][C:2]1[N:7]=[CH:6][C:5]([N:8]([CH3:25])[C:9](=[O:24])[C:10]2[CH:15]=[C:14]([C:16]([F:17])([F:19])[F:18])[CH:13]=[C:12]([C:20]([F:21])([F:22])[F:23])[CH:11]=2)=[C:4]([C:36]2[C:35]([Cl:34])=[CH:40][N:39]=[C:38]([F:41])[CH:37]=2)[CH:3]=1 |f:2.3|. Procedure details: The title compound was prepared in analogy to example 73, from N-(6-chloro-4-iodo-pyridin-3-yl)-N-methyl-3,5-bis-trifluoromethyl-benzamide (example 72, intermediate) and 5-chloro-2-fluoro-4-iodopyridine (CAS RN 659731-48-3) and using a gradient of n-heptane:EtOAc (100:0 to 30:70) for the chromatographic separation. Colorless oil (89%). MS (ESI): m/z=511.009 [M+H]+. Reactants: C(C)N(C(C1=C(C(=CC=C1)C)C)=O)CC (N,N-diethyl-2,3-dimethyl-benzamide), [Li]CCCC (n-BuLi), C(#N)C1=CC=C(C(=O)N(C2CCN(CC2)C)C)C=C1 (4-cyano-N-methyl-N-(1-methyl-piperidin-4-yl)-benzamide), O (Water). Solvent: C1CCOC1 (THF), C1CCOC1 (THF). Run at temperature -78 celsius, time 30 minute. Yields the product CN(C(C1=CC=C(C=C1)C=1NC(C2=CC=CC(=C2C1)C)=O)=O)C1CCN(CC1)C (N-methyl-4-(5-methyl-1-oxo-1,2-dihydro-isoquinolin-3-yl)-N-(1-methyl-piperidin-4-yl)-benzamide). Isolated yield 44.3%. As a reaction SMILES: C([N:3]([CH2:14][CH3:15])[C:4](=[O:13])[C:5]1[CH:10]=[CH:9][CH:8]=[C:7]([CH3:11])[C:6]=1[CH3:12])C.[Li]CCCC.C(C1[CH:39]=[CH:38][C:26]([C:27]([N:29]([CH3:37])[CH:30]2[CH2:35][CH2:34][N:33]([CH3:36])[CH2:32][CH2:31]2)=[O:28])=[CH:25][CH:24]=1)#N.O>C1COCC1>[CH3:37][N:29]([CH:30]1[CH2:31][CH2:32][N:33]([CH3:36])[CH2:34][CH2:35]1)[C:27](=[O:28])[C:26]1[CH:38]=[CH:39][C:15]([C:14]2[NH:3][C:4](=[O:13])[C:5]3[C:6]([CH:12]=2)=[C:7]([CH3:11])[CH:8]=[CH:9][CH:10]=3)=[CH:24][CH:25]=1. Procedure: To a solution of N,N-diethyl-2,3-dimethyl-benzamide (578 mg, 2.82 mmol) in anhydrous THF (3 mL) under N2 at −78° C. was added dropwise n-BuLi (2.5M in n-hexanes, 2.4 mL, 5.92 mmol) to give a deep red solution. The reaction mixture was stirred at −78° C. for 30 minutes. The reaction mixture was transferred dropwise, via syringe, to a reaction vessel containing 4-cyano-N-methyl-N-(1-methyl-piperidin-4-yl)-benzamide (725 mg, 2.82 mmol) in anhydrous THF (5 mL) at −78° C. and under N2. The reaction m... As a reaction SMILES: [C:1](#[N:2])[c:3]1[c:4]([C:16](=[O:17])[O:18][CH3:19])[s:5][c:6]2[n:7][c:8]([CH3:15])[c:9]([CH2:13][CH3:14])[c:10]([CH3:12])[c:11]12.[CH3:22][CH2:23][OH:24].[Na+:21].[OH-:20]>>[C:1](#[N:2])[c:3]1[c:4]([C:16](=[O:17])[OH:18])[s:5][c:6]2[n:7][c:8]([CH3:15])[c:9]([CH2:13][CH3:14])[c:10]([CH3:12])[c:11]12. Product: CCc1c(C)nc2sc(C(=O)O)c(C#N)c2c1C. Reactants: CCc1c(C)nc2sc(C(=O)OC)c(C#N)c2c1C, CCO, [Na+], [OH-]. The reactants are O=C(O)c1cc(F)ccc1[N+](=O)[O-], Nc1ccc(Cl)cn1. Product: O=C(Nc1ccc(Cl)cn1)c1cc(F)ccc1[N+](=O)[O-]. As a reaction SMILES: [F:1][c:2]1[cH:3][cH:4][c:5]([N+:11](=[O:12])[O-:13])[c:6]([C:7](=[O:8])[OH:9])[cH:10]1.[NH2:14][c:15]1[n:16][cH:17][c:18]([Cl:21])[cH:19][cH:20]1>>[F:1][c:2]1[cH:3][cH:4][c:5]([N+:11](=[O:12])[O-:13])[c:6]([C:7](=[O:9])[NH:14][c:15]2[n:16][cH:17][c:18]([Cl:21])[cH:19][cH:20]2)[cH:10]1.